From a dataset of the Open Reaction Database (ORD), a public repository of structured organic reaction records. describe an organic reaction: reactants, conditions, products, and yield The reactants are FC1=CC=C2C(C(=O)OC(N2)=O)=C1 (5-fluoroisatoic anhydride), CC1=CC=C2C(C(=O)OC(N2)=O)=C1 (5-methylisatoic anhydride). The product is FC1=CC=C2C(C(=O)OC(N2C)=O)=C1 (5-fluoro-N-methylisatoic anhydride). RXN SMILES: [F:1][C:2]1[CH:13]=[C:6]2[C:7]([O:9][C:10](=[O:12])[NH:11][C:5]2=[CH:4][CH:3]=1)=[O:8].[CH3:14]C1C=C2C(OC(=O)NC2=CC=1)=O>>[F:1][C:2]1[CH:13]=[C:6]2[C:7]([O:9][C:10](=[O:12])[N:11]([CH3:14])[C:5]2=[CH:4][CH:3]=1)=[O:8]. Reported procedure: By substituting 27 g of 5-fluoroisatoic anhydride for the 5-methylisatoic anhydride Preparative Example 13, there is obtained 5-fluoro-N-methylisatoic anhydride; mp 150°-155° C. Starting materials: C(C=C)C1OC2=C(S1)C(=C(C(=C2C)C)OCOC)C (2-allyl-5-methoxymethoxy-4,6,7-trimethyl-1,3-benzoxathiole), S(O)(O)(=O)=O (sulfuric acid). Run in C(C)(=O)O (acetic acid). Conditions: temperature 50 celsius. Yields the product C(C=C)C1OC2=C(S1)C(=C(C(=C2C)C)O)C (2-Allyl-5-hydroxy-4,6,7-trimethyl-1,3-benzoxathiole). Reaction SMILES: [CH2:1]([CH:4]1[S:8][C:7]2[C:9]([CH3:19])=[C:10]([O:15]COC)[C:11]([CH3:14])=[C:12]([CH3:13])[C:6]=2[O:5]1)[CH:2]=[CH2:3].S(=O)(=O)(O)O>C(O)(=O)C>[CH2:1]([CH:4]1[S:8][C:7]2[C:9]([CH3:19])=[C:10]([OH:15])[C:11]([CH3:14])=[C:12]([CH3:13])[C:6]=2[O:5]1)[CH:2]=[CH2:3]. Procedure details: 0.9 g of 2-allyl-5-methoxymethoxy-4,6,7-trimethyl-1,3-benzoxathiole (prepared as described in Example 89) was dissolved in 8 ml of acetic acid, and 3 drops of 10% v/v aqueous sulfuric acid were added to the resulting solution, which was then heated at 50° C. for 30 minutes. The solution was then cooled down to room temperature, and the reaction mixture was condensed by evaporation under reduced pressure. The condensate was dissolved in benzene, and the solution was washed with water and then dri...